Dataset: the Open Reaction Database (ORD), a public repository of structured organic reaction records. Task: describe an organic reaction: reactants, conditions, products, and yield Starting materials: C1(CCCCC1)C(=O)C1=C(C(=O)O)C=CC=C1 (o-(cyclohexanoyl) benzoic acid), O.NN (hydrazine hydrate). Run in C(C)O (ethanol). Product: C1(CCCCC1)C1=NNC(C2=CC=CC=C12)=O (4-cyclohexyl-1-phthalazinone). Yield: 63.6%. As a reaction SMILES: [CH:1]1([C:7]([C:9]2[CH:17]=[CH:16][CH:15]=[CH:14][C:10]=2[C:11](O)=[O:12])=O)[CH2:6][CH2:5][CH2:4][CH2:3][CH2:2]1.O.[NH2:19][NH2:20]>C(O)C>[CH:1]1([C:7]2[C:9]3[C:10](=[CH:14][CH:15]=[CH:16][CH:17]=3)[C:11](=[O:12])[NH:20][N:19]=2)[CH2:6][CH2:5][CH2:4][CH2:3][CH2:2]1 |f:1.2|. Procedure: 12.0 g of o-(cyclohexanoyl) benzoic acid and 3.1 g of hydrazine hydrate were dissolved in 60 ml of ethanol, and the solution was refluxed for 4 hours. Ethanol was distilled off and the remaining solution was crystallized by adding ether, thereby obtaining 7.5 g of 4-cyclohexyl-1-phthalazinone. Reactants: C(=O)(O)C1=CC=C(C=O)C=C1 (4-carboxybenzaldehyde), O (water), C1(CC1)C(CC(=O)C1CC1)=O (1,3-dicyclopropyl-1,3-propanedione). Run in FC(C(=O)O)(F)F (trifluoroacetic acid). Run at temperature 20 celsius. Product: C(=O)(O)C1=CC=C(C=C1)C=C(C(=O)C1CC1)C(=O)C1CC1 (2-[(4-Carboxyphenyl)methylene]-1,3-dicyclopropyl-1,3-propanedione). RXN SMILES: [C:1]([C:4]1[CH:11]=[CH:10][C:7]([CH:8]=O)=[CH:6][CH:5]=1)([OH:3])=[O:2].[CH:12]1([C:15](=[O:22])[CH2:16][C:17]([CH:19]2[CH2:21][CH2:20]2)=[O:18])[CH2:14][CH2:13]1.O>FC(F)(F)C(O)=O>[C:1]([C:4]1[CH:11]=[CH:10][C:7]([CH:8]=[C:16]([C:15]([CH:12]2[CH2:14][CH2:13]2)=[O:22])[C:17]([CH:19]2[CH2:21][CH2:20]2)=[O:18])=[CH:6][CH:5]=1)([OH:3])=[O:2]. Procedure details: The procedure described in Example 19 was repeated by using 3.0 g 4-carboxybenzaldehyde and 3.06 g 1,3-dicyclopropyl-1,3-propanedione. Yield 1.7 g, mp 175°-178° C. in trifluoroacetic acid (10 ml) thionylchloride (4 ml) and catalytic amount of water (0,05 ml) were added at room temperature. The solution was stirred over right at 20° C. The solvent was evaporated and the residue was destilled in vacuo, bp 110° C./1,5 mbar. Yield 5,3 g (41%). Reactants: Cc1ccccc1, C1CCC2=NCCCN2CC1, CC(C)C1(C(=O)NCc2cc(C(F)(F)F)ccc2OC(C)(C)C)C=CC(N)C1, CCOC(=O)C(=O)C(=O)OCC. Yields the product CC(C)C1(C(=O)NCc2cc(C(F)(F)F)ccc2OC(C)(C)C)C=CC(=O)C1. As a reaction SMILES: [CH3:52][c:53]1[cH:54][cH:55][cH:56][cH:57][cH:58]1.[N:41]12[CH2:42][CH2:43][CH2:44][N:45]=[C:46]1[CH2:47][CH2:48][CH2:49][CH2:50][CH2:51]2.[NH2:1][CH:2]1[CH:3]=[CH:4][C:5]([C:7](=[O:8])[NH:9][CH2:10][c:11]2[c:12]([O:21][C:22]([CH3:23])([CH3:24])[CH3:25])[cH:13][cH:14][c:15]([C:17]([F:18])([F:19])[F:20])[cH:16]2)([CH:26]([CH3:27])[CH3:28])[CH2:6]1.[O:29]=[C:30]([C:31]([O:32][CH2:33][CH3:34])=[O:35])[C:36]([O:37][CH2:38][CH3:39])=[O:40]>>[C:2]1(=[O:29])[CH:3]=[CH:4][C:5]([C:7](=[O:8])[NH:9][CH2:10][c:11]2[c:12]([O:21][C:22]([CH3:23])([CH3:24])[CH3:25])[cH:13][cH:14][c:15]([C:17]([F:18])([F:19])[F:20])[cH:16]2)([CH:26]([CH3:27])[CH3:28])[CH2:6]1. Reactants: C(C)C=1C=C(C=CC1OCCC=1N=C(OC1C)C1=CC=CC=C1)O (3-ethyl-4-[2-(5-methyl-2-phenyloxazole-4-yl)ethoxy]phenol), BrCC(=O)OCC (ethyl bromoacetate), C([O-])([O-])=O.[Cs+].[Cs+] (cesium carbonate). The solvent is CN(C)C=O (DMF). Reaction conditions: temperature 55 celsius. Yields the product C(C)OC(COC1=CC(=C(C=C1)OCCC=1N=C(OC1C)C1=CC=CC=C1)CC)=O ({3-Ethyl-4-[2-(5-methyl-2-phenyl-oxazol-4-yl)ethoxy]phenoxy}acetic acid ethyl ester). Yield: 67.8%. RXN SMILES: [CH2:1]([C:3]1[CH:4]=[C:5]([OH:24])[CH:6]=[CH:7][C:8]=1[O:9][CH2:10][CH2:11][C:12]1[N:13]=[C:14]([C:18]2[CH:23]=[CH:22][CH:21]=[CH:20][CH:19]=2)[O:15][C:16]=1[CH3:17])[CH3:2].Br[CH2:26][C:27]([O:29][CH2:30][CH3:31])=[O:28].C(=O)([O-])[O-].[Cs+].[Cs+]>CN(C=O)C>[CH2:30]([O:29][C:27](=[O:28])[CH2:26][O:24][C:5]1[CH:6]=[CH:7][C:8]([O:9][CH2:10][CH2:11][C:12]2[N:13]=[C:14]([C:18]3[CH:19]=[CH:20][CH:21]=[CH:22][CH:23]=3)[O:15][C:16]=2[CH3:17])=[C:3]([CH2:1][CH3:2])[CH:4]=1)[CH3:31] |f:2.3.4|. Procedure: A mixture of 3-ethyl-4-[2-(5-methyl-2-phenyloxazole-4-yl)ethoxy]phenol (0.29 g. 0.90 mmol), ethyl bromoacetate (0.25 mL, 2.25 mmol) and cesium carbonate (0.45 g, (1.38 mmol) in anhydrous DMF (4 mL) was heated for 24 h at 55° C. The mixture was concentrated in vacuo, and the residue was partitioned between EtOAc (50 mL) and water (40 mL), washed with brine, dried (Na2SO4), and removed in vacuo to give a crude oil which was purified using radial chromatography eluting with 2% EtOAc/MeCl2 to give a... The reactants are O=C1NC(=O)c2ccccc21, CN(C)C=O, O=C1Nc2ccccc2OCC1Cl, [K], O. Product: O=C1Nc2ccccc2OCC1N1C(=O)c2ccccc2C1=O. Reaction SMILES: [C:14]1(=[O:24])[c:15]2[c:16]([cH:20][cH:21][cH:22][cH:23]2)[C:17](=[O:19])[NH:18]1.[CH3:27][N:28]([CH3:29])[CH:30]=[O:31].[Cl:1][CH:2]1[CH2:3][O:4][c:5]2[c:6]([cH:10][cH:11][cH:12][cH:13]2)[NH:7][C:8]1=[O:9].[K:25].[OH2:26]>>[CH:2]1([N:18]2[C:14](=[O:24])[c:15]3[c:16]([cH:20][cH:21][cH:22][cH:23]3)[C:17]2=[O:19])[CH2:3][O:4][c:5]2[c:6]([cH:10][cH:11][cH:12][cH:13]2)[NH:7][C:8]1=[O:9]. Starting materials: COC([C@H](CCC(NC=1SC2=C(N1)C=CC(=C2)F)=O)N)=O ((S)-2-Amino-4-(6-fluoro-benzothiazol-2-ylcarbamoyl)-butyric acid methyl ester), 41-3, FC(C(=O)O)(F)F (trifluoroacetic acid). The solvent is ClCCl (dichloromethane). Reaction conditions: time 3 hour. Yields the product NC=1SC2=C(N1)C=CC=C2.N[C@@H](CCC(=O)O)C(=O)O (Glutamic Acid 2-aminobenzothiazole). As a reaction SMILES: C[O:2][C:3](=[O:21])[C@@H:4]([NH2:20])[CH2:5][CH2:6][C:7](=[O:19])[NH:8][C:9]1[S:10][C:11]2[CH:17]=[C:16](F)[CH:15]=[CH:14][C:12]=2[N:13]=1.FC(F)(F)C(O)=[O:25]>ClCCl>[NH2:8][C:9]1[S:10][C:11]2[CH:17]=[CH:16][CH:15]=[CH:14][C:12]=2[N:13]=1.[NH2:20][C@H:4]([C:3]([OH:2])=[O:21])[CH2:5][CH2:6][C:7]([OH:19])=[O:25] |f:3.4|. Procedure: (S)-2-tert-Butoxycarbonylamino-pentanedioic acid 1-methyl ester. A solution of (S)-2-tert-Butoxycarbonylamino-pentanedioic acid 5-benzyl ester 1-methyl ester 41-1 (4.32 g, 12.3 mmol) and palladium on carbon (10%, 0.432 g) in methanol (45 mL) were stirred under 1 atmosphere of hydrogen for 4 hours. The solution was then filtered through a pad of celite and concentrated in vacuo to give 2.86 g of the desired product. Rt=1.61, MH+=262. 41-3: (S)-2-tert-Butoxycarbonylamino-4-(6-fluoro-benzothiazol-2... Starting materials: CN(C)C=O, [Cs+], [F-], Cc1c(F)c(F)c([Si](C)(C)C)c(F)c1C1=NC(C)(C)CO1, O. Yields the product Cc1c(F)c(F)cc(F)c1C1=NC(C)(C)CO1. As a reaction SMILES: [CH3:24][N:25]([CH3:26])[CH:27]=[O:28].[Cs+:23].[F-:22].[F:1][c:2]1[c:3]([C:15]2=[N:19][C:18]([CH3:20])([CH3:21])[CH2:17][O:16]2)[c:4]([CH3:14])[c:5]([F:13])[c:6]([F:12])[c:7]1[Si:8]([CH3:9])([CH3:10])[CH3:11].[OH2:29]>>[F:1][c:2]1[c:3]([C:15]2=[N:19][C:18]([CH3:20])([CH3:21])[CH2:17][O:16]2)[c:4]([CH3:14])[c:5]([F:13])[c:6]([F:12])[cH:7]1. Starting materials: O=C(CBr)c1c(F)cccc1F, CCOC(=O)CC#N, CCN(C(C)C)C(C)C, C1CCOC1. Yields the product CCOC(=O)C(C#N)CC(=O)c1c(F)cccc1F. Reaction SMILES: [Br:18][CH2:19][C:20](=[O:21])[c:22]1[c:23]([F:29])[cH:24][cH:25][cH:26][c:27]1[F:28].[C:1](#[N:2])[CH2:3][C:4](=[O:5])[O:6][CH2:7][CH3:8].[CH:9]([N:10]([CH:11]([CH3:12])[CH3:13])[CH2:14][CH3:15])([CH3:16])[CH3:17].[O:30]1[CH2:31][CH2:32][CH2:33][CH2:34]1>>[C:1](#[N:2])[CH:3]([C:4](=[O:5])[O:6][CH2:7][CH3:8])[CH2:19][C:20](=[O:21])[c:22]1[c:23]([F:29])[cH:24][cH:25][cH:26][c:27]1[F:28].